This data is from the Open Reaction Database (ORD), a public repository of structured organic reaction records. The task is: describe an organic reaction: reactants, conditions, products, and yield Reactants: C(C)(=O)NC12C3CCC(C(CCC1)C2)C3 (1-acetylaminotricyclo [4.3.1.12,5 ] undecane), ( II ), [OH-].[Na+] (sodium hydroxide), C(COCCO)O (diethylene glycol). Solvent: O (water). Reaction conditions: time 15.5 hour. The product is NC12C3CCC(C(CCC1)C2)C3 (1-aminotricyclo [4.3.1.12,5 ] undecane). Yield: 90.3%. As a reaction SMILES: C([NH:4][C:5]12[CH2:14][CH:10]([CH2:11][CH2:12][CH2:13]1)[CH:9]1[CH2:15][CH:6]2[CH2:7][CH2:8]1)(=O)C.[OH-].[Na+].C(O)COCCO>O>[NH2:4][C:5]12[CH2:14][CH:10]([CH2:11][CH2:12][CH2:13]1)[CH:9]1[CH2:15][CH:6]2[CH2:7][CH2:8]1 |f:1.2|. Procedure details: A solution comprising a mixture of 13.0 g (63 millimoles) of 1-acetylaminotricyclo [4.3.1.12,5 ] undecane of formula (II), 8.4 g (210 millimoles) of sodium hydroxide and 160 ml of diethylene glycol is refluxed under stirring for 15.5 hours. After allowing the solution to cool, the reaction solution is poured into water and is extracted with 200 ml of diethyl ether. The ether solution is washed with water and dried with anhydrous sodium sulfate. The ether is distilled out and the resulting residu... Reactants: N (NH3), [Cl-].[Al+3].[Cl-].[Cl-] (aluminum chloride), COC(CC1=C(C=CC=C1)OC)=O ((2-Methoxy-phenyl)-acetic acid methyl ester), C(C)(=O)Cl (acetyl chloride). Solvent: O (water), ClCCl (dichloromethane), ClCCl (dichloromethane), C (CH4). The product is COC(CC1=C(C=CC(=C1)C(C)=O)O)=O ((5-acetyl-2-hydroxy-phenyl)-acetic acid methyl ester). RXN SMILES: [Cl-].[Al+3].[Cl-].[Cl-].[CH3:5][O:6][C:7](=[O:17])[CH2:8][C:9]1[CH:14]=[CH:13][CH:12]=[CH:11][C:10]=1[O:15]C.[C:18](Cl)(=[O:20])[CH3:19].N>ClCCl.C.O>[CH3:5][O:6][C:7](=[O:17])[CH2:8][C:9]1[CH:14]=[C:13]([C:18](=[O:20])[CH3:19])[CH:12]=[CH:11][C:10]=1[OH:15] |f:0.1.2.3|. Reported procedure: To a solution of aluminum chloride (35.0 g, 262.5 mmol) in dichloromethane (75 mL) was added a solution of (2-Methoxy-phenyl)-acetic acid methyl ester (13.5 g, 75.0 mmol) and acetyl chloride (5.86 mL, 82.5 mmol)in dichloromethane (75 mL) dropwise. After the addition was complete the reaction was heated to reflux for 5 hours. The reaction mixture was then cooled and carefully poured onto a mixture of ice and water. The aqueous layer was then extracted with ethyl acetate (2×400 mL). The combined e... Starting materials: solution, C(C)(C)(C)[Li] (t-butyllithium), S1C(=CC=C1)C(=O)OC(C)(C)C (t-butyl 2-thiophenecarboxylate), CN(CCN(C)C)C (N,N,N',N'-tetramethylethylenediamine), C(=O)=O.CC(=O)C (dry ice acetone). The solvent is CCCCC (pentane), CN(C=O)C (dimethylformamide). Conditions: time 50 minute. Product: C(=O)C1=CC=C(S1)C(=O)OC(C)(C)C (t-butyl 5-formyl-2-thiophenecarboxylate). As a reaction SMILES: [S:1]1[CH:5]=[CH:4][CH:3]=[C:2]1[C:6]([O:8][C:9]([CH3:12])([CH3:11])[CH3:10])=[O:7].CN(C)CCN(C)C.[C:21](=O)=[O:22].CC(C)=O.C([Li])(C)(C)C>CCCCC.CN(C)C=O>[CH:21]([C:5]1[S:1][C:2]([C:6]([O:8][C:9]([CH3:12])([CH3:11])[CH3:10])=[O:7])=[CH:3][CH:4]=1)=[O:22] |f:2.3|. Reported procedure: A solution of t-butyl 2-thiophenecarboxylate (1.84 g, 10 mmol) and N,N,N',N'-tetramethylethylenediamine (1.74 g, 15 mmol) in anhydrous tatrahydrofuran was stirred in a nitrogen stream under cooling with dry ice/acetone, followed by the dropwise addition of a 1.7M solution (8.0 ml) of t-butyllithium (13.6 mmol) in pentane. The obtained mixture was stirred as such for about 50 minutes. Anhydrous dimethylformamide (15 ml) was gradually dropped into the resulting mixture to conduct a reaction. The d... Starting materials: CC1(CNC2=C(O1)C=CN=C2)C (2,2-dimethyl-3,4-dihydro-2H-pyrido[4,3-b][1,4]oxazine), BrC=1C=C(C(=O)Cl)C=C(C1OC)Br (3,5-dibromo-4-methoxy-benzoyl chloride). The product is BrC=1C=C(C=C(C1OC)Br)C(=O)N1C2=C(OC(C1)(C)C)C=CN=C2 ((3,5-dibromo-4-methoxy-phenyl)-(2,2-dimethyl-2,3-dihydro-pyrido[4,3-b][1,4]oxazin-4-yl)-methanone). The yield is 44.5%. Reaction SMILES: [CH3:1][C:2]1([CH3:12])[O:7][C:6]2[CH:8]=[CH:9][N:10]=[CH:11][C:5]=2[NH:4][CH2:3]1.[Br:13][C:14]1[CH:15]=[C:16]([CH:20]=[C:21]([Br:25])[C:22]=1[O:23][CH3:24])[C:17](Cl)=[O:18]>>[Br:13][C:14]1[CH:15]=[C:16]([C:17]([N:4]2[CH2:3][C:2]([CH3:12])([CH3:1])[O:7][C:6]3[CH:8]=[CH:9][N:10]=[CH:11][C:5]2=3)=[O:18])[CH:20]=[C:21]([Br:25])[C:22]=1[O:23][CH3:24]. Reported procedure: By the same method as in the step d) of Example 2, 2,2-dimethyl-3,4-dihydro-2H-pyrido[4,3-b][1,4]oxazine (60 mg, 0.36 mmol) was reacted with 3,5-dibromo-4-methoxy-benzoyl chloride (120 mg, 0.36 mmol) to obtain the target compound, (3,5-dibromo-4-methoxy-phenyl)-(2,2-dimethyl-2,3-dihydro-pyrido[4,3-b][1,4]oxazin-4-yl)-methanone (73 mg, 44%).